This data is from the Open Reaction Database (ORD), a public repository of structured organic reaction records. The task is: describe an organic reaction: reactants, conditions, products, and yield The reactants are Cc1nc2ncc(Br)cc2cc1C(=O)NCc1ccc(C(C)(C)C)cc1, CCOC(C)=O, CC(C)(C)[O-], Cc1ccccc1, [K+], N=C(c1ccccc1)c1ccccc1, c1ccc(P(c2ccccc2)c2ccc3ccccc3c2-c2c(P(c3ccccc3)c3ccccc3)ccc3ccccc23)cc1. Yields the product Cc1nc2ncc(N)cc2cc1C(=O)NCc1ccc(C(C)(C)C)cc1. RXN SMILES: [Br:47][c:48]1[cH:49][c:50]2[cH:51][c:52]([C:59](=[O:60])[NH:61][CH2:62][c:63]3[cH:64][cH:65][c:66]([C:69]([CH3:70])([CH3:71])[CH3:72])[cH:67][cH:68]3)[c:53]([CH3:58])[n:54][c:55]2[n:56][cH:57]1.[CH3:100][CH2:101][O:102][C:103]([CH3:104])=[O:105].[CH3:87][C:88]([CH3:89])([O-:90])[CH3:91].[CH3:93][c:94]1[cH:95][cH:96][cH:97][cH:98][cH:99]1.[K+:92].[c:73]1([C:74]([c:75]2[cH:76][cH:77][cH:78][cH:79][cH:81]2)=[NH:80])[cH:82][cH:83][cH:84][cH:85][cH:86]1.[cH:1]1[cH:2][cH:3][c:4]([P:5]([c:6]2[cH:7][cH:8][c:9]3[c:10]([cH:11][cH:12][cH:13][cH:14]3)[c:15]2-[c:16]2[c:17]3[c:18]([cH:19][cH:20][cH:21][cH:22]3)[cH:23][cH:24][c:25]2[P:26]([c:27]2[cH:28][cH:29][cH:30][cH:31][cH:32]2)[c:33]2[cH:34][cH:35][cH:36][cH:37][cH:38]2)[c:39]2[cH:40][cH:41][cH:42][cH:43][cH:44]2)[cH:45][cH:46]1>>[c:48]1([NH2:80])[cH:49][c:50]2[cH:51][c:52]([C:59](=[O:60])[NH:61][CH2:62][c:63]3[cH:64][cH:65][c:66]([C:69]([CH3:70])([CH3:71])[CH3:72])[cH:67][cH:68]3)[c:53]([CH3:58])[n:54][c:55]2[n:56][cH:57]1. The reactants are C(C)OC(C1=CC=CC=C1)=C1C(NC2=CC=C(C=C12)[N+](=O)[O-])=O (3-(1-ethoxy-1-phenyl-methylidene)-5-nitro-2-indolinone), N1(CCC=CC1)CCC1=CC=C(N)C=C1 (4-[2-(3,6-dihydro-2H-pyridin-1-yl)-ethyl]-aniline). Product: N1(CCC=CC1)CCC1=CC=C(C=C1)N\C(\C1=CC=CC=C1)=C\1/C(NC2=CC=C(C=C12)[N+](=O)[O-])=O ((Z)-3-{1-[4-(2-(3,6-Dihydro-2H-pyridin-1-yl)-ethyl)-phenylamino]-1-phenyl-methylidene}-5-nitro-2-indolinone). Reaction SMILES: C(O[C:4](=[C:11]1[C:19]2[C:14](=[CH:15][CH:16]=[C:17]([N+:20]([O-:22])=[O:21])[CH:18]=2)[NH:13][C:12]1=[O:23])[C:5]1[CH:10]=[CH:9][CH:8]=[CH:7][CH:6]=1)C.[N:24]1([CH2:30][CH2:31][C:32]2[CH:38]=[CH:37][C:35]([NH2:36])=[CH:34][CH:33]=2)[CH2:29][CH:28]=[CH:27][CH2:26][CH2:25]1>>[N:24]1([CH2:30][CH2:31][C:32]2[CH:33]=[CH:34][C:35]([NH:36]/[C:4](=[C:11]3\[C:12](=[O:23])[NH:13][C:14]4[C:19]\3=[CH:18][C:17]([N+:20]([O-:22])=[O:21])=[CH:16][CH:15]=4)/[C:5]3[CH:6]=[CH:7][CH:8]=[CH:9][CH:10]=3)=[CH:37][CH:38]=2)[CH2:25][CH:26]=[CH:27][CH2:28][CH2:29]1. Procedure details: Prepared analogously to Example 89 by reacting 3-(1-ethoxy-1-phenyl-methylidene)-5-nitro-2-indolinone and 4-[2-(3,6-dihydro-2H-pyridin-1-yl)-ethyl]-aniline.